From a dataset of the Open Reaction Database (ORD), a public repository of structured organic reaction records. describe an organic reaction: reactants, conditions, products, and yield The reactants are CC(=CCCC(C)=O)C (6-methyl-hept-5-en-2-one), C(C1=CC=CC=C1)C#N (benzyl cyanide), solution, [OH-].[K+] (KOH), CO (MeOH). Product: CC(=C(C#N)C1=CC=CC=C1)CCC=C(C)C (3,7-Dimethyl-2-phenyl-octa-2,6-diene nitrile). Yield: 23.9%. RXN SMILES: [CH3:1][C:2]([CH3:9])=[CH:3][CH2:4][CH2:5][C:6](=O)[CH3:7].[CH2:10]([C:17]#[N:18])[C:11]1[CH:16]=[CH:15][CH:14]=[CH:13][CH:12]=1.[OH-].[K+].CO>>[CH3:7][C:6]([CH2:5][CH2:4][CH:3]=[C:2]([CH3:9])[CH3:1])=[C:10]([C:11]1[CH:16]=[CH:15][CH:14]=[CH:13][CH:12]=1)[C:17]#[N:18] |f:2.3|. Procedure: To the mixture of 6-methyl-hept-5-en-2-one (90.86 g, 0.72 mol) and benzyl cyanide (46.8 g, 0.40 mol) is added dropwise a 4 N solution of KOH in MeOH (25.0 ml, 0.10 mol). The resulting suspension is heated to reflux during 4.5 h. Then methanol is removed by distillation and the residue is washed with 6 N aq. HCl-solution, then water, sat. aq. NaHCO3-solution and brine. The organic layer is dried over MgSO4, the solvent removed under reduced pressure and the residue distilled twice over a Widmer c... Starting materials: [N+](=O)([O-])C1=C(C=O)C=CC=C1 (o-nitrobenzaldehyde), NCP(OC(C)C)(=O)C1=CC=CC=C1 (isopropyl aminomethyl-phenylphosphinate). Product: [N+](=O)([O-])C1=C(C=NCP(OC(C)C)(=O)C2=CC=CC=C2)C=CC=C1 (Isopropyl N-(o-nitrobenzylidene)-aminomethylphenylphosphinate). Isolated yield 100.0%. Reaction SMILES: [N+:1]([C:4]1[CH:11]=[CH:10][CH:9]=[CH:8][C:5]=1[CH:6]=O)([O-:3])=[O:2].[NH2:12][CH2:13][P:14]([C:20]1[CH:25]=[CH:24][CH:23]=[CH:22][CH:21]=1)(=[O:19])[O:15][CH:16]([CH3:18])[CH3:17]>>[N+:1]([C:4]1[CH:11]=[CH:10][CH:9]=[CH:8][C:5]=1[CH:6]=[N:12][CH2:13][P:14]([C:20]1[CH:25]=[CH:24][CH:23]=[CH:22][CH:21]=1)(=[O:19])[O:15][CH:16]([CH3:18])[CH3:17])([O-:3])=[O:2]. Reported procedure: Starting from 0.1 mol o-nitrobenzaldehyde and 0.1 mol isopropyl aminomethyl-phenylphosphinate, 0.1 mol (100%) of the desired imine is obtained (by following the procedure described in Example 1) in the form of a yellow oil. Starting materials: [K] (potassium), C(C)(C)=C(O)C(O)CO (isopropylidene glycerol), CS(=O)(=O)OCCCCCCCCCCCCCCCC (hexadecyl methane sulfonate), N#N (N2), [K] (Potassium). The solvent is C1=CC=CC=C1 (benzene), C1=CC=CC=C1 (benzene). Yields the product compound 35, C(CCCCCCCCCCCCCCC)OCC(O)CO (rac-1-O-hexadecylglycerol). The yield is 74.9%. Reaction SMILES: [K].N#N.C(=[C:7]([CH:9]([CH2:11][OH:12])[OH:10])[OH:8])(C)C.CS(O[CH2:18][CH2:19][CH2:20][CH2:21][CH2:22][CH2:23][CH2:24][CH2:25][CH2:26][CH2:27][CH2:28][CH2:29][CH2:30][CH2:31][CH2:32][CH3:33])(=O)=O>C1C=CC=CC=1>[CH2:33]([O:12][CH2:11][CH:9]([CH2:7][OH:8])[OH:10])[CH2:32][CH2:31][CH2:30][CH2:29][CH2:28][CH2:27][CH2:26][CH2:25][CH2:24][CH2:23][CH2:22][CH2:21][CH2:20][CH2:19][CH3:18] |^1:0|. Procedure details: Potassium metal (1.5 g, 38.36 mmol) and anhydrous benzene (180 ml) were placed in a 500 ml three-neck round-bottomed flask equipped with a reflux condenser, dropping funnel, stir bar, and N2 atmosphere. The reaction mixture was refluxed. When the potassium metal had melted, isopropylidene glycerol (6 ml, 48.25 mmol) was added dropwise and the reaction continued to reflux an additional 2.5 hours. A solution of hexadecyl methane sulfonate (10.0 g, 32.25 mmol) in anhydrous benzene (80 ml) was added... Starting materials: CC(C)(C)OC(=O)N1CCC(Nc2ccccc2CN)CC1, O=C(n1ccnc1)n1ccnc1, Cc1ccccc1, O. Yields the product CC(C)(C)OC(=O)N1CCC(N2C(=O)NCc3ccccc32)CC1. As a reaction SMILES: [C:1]([CH3:2])([CH3:3])([CH3:4])[O:5][C:6](=[O:7])[N:8]1[CH2:9][CH2:10][CH:11]([NH:14][c:15]2[c:16]([CH2:21][NH2:22])[cH:17][cH:18][cH:19][cH:20]2)[CH2:12][CH2:13]1.[C:23](=[O:24])([n:25]1[cH:26][cH:27][n:28][cH:29]1)[n:30]1[cH:31][cH:32][n:33][cH:34]1.[CH3:36][c:37]1[cH:38][cH:39][cH:40][cH:41][cH:42]1.[OH2:35]>>[C:1]([CH3:2])([CH3:3])([CH3:4])[O:5][C:6](=[O:7])[N:8]1[CH2:9][CH2:10][CH:11]([N:14]2[c:15]3[c:16]([cH:17][cH:18][cH:19][cH:20]3)[CH2:21][NH:22][C:23]2=[O:24])[CH2:12][CH2:13]1.